The task is: describe an organic reaction: reactants, conditions, products, and yield. This data is from the Open Reaction Database (ORD), a public repository of structured organic reaction records. Starting materials: CC(CC(=O)OC(C)(C)C)OC(=O)OCc1ccc([N+](=O)[O-])cc1, O=C(O)C(F)(F)F. Yields the product CC(CC(=O)O)OC(=O)OCc1ccc([N+](=O)[O-])cc1. As a reaction SMILES: [N+:1](=[O:2])([O-:3])[c:4]1[cH:5][cH:6][c:7]([CH2:8][O:9][C:10](=[O:11])[O:12][CH:13]([CH2:14][C:15](=[O:16])[O:17][C:18]([CH3:19])([CH3:20])[CH3:21])[CH3:22])[cH:23][cH:24]1.[OH:25][C:26]([C:27]([F:28])([F:29])[F:30])=[O:31]>>[N+:1](=[O:2])([O-:3])[c:4]1[cH:5][cH:6][c:7]([CH2:8][O:9][C:10](=[O:11])[O:12][CH:13]([CH2:14][C:15](=[O:16])[OH:17])[CH3:22])[cH:23][cH:24]1. Reaction SMILES: [OH:1][NH:2][C:3](=[NH:37])[C:4]1[CH:9]=[CH:8][C:7]([C:10]2[N:14]3[N:15]=[CH:16][CH:17]=[C:18]([N:19]4[CH2:24][CH2:23][O:22][CH2:21][CH2:20]4)[C:13]3=[N:12][C:11]=2[C:25]#[C:26][C:27]2[CH:36]=[CH:35][C:34]3[C:29](=[CH:30][CH:31]=[CH:32][CH:33]=3)[N:28]=2)=[CH:6][N:5]=1.CCN(C(C)C)C(C)C.[C:47](Cl)(=[O:51])[O:48][CH2:49][CH3:50]>C1COCC1>[CH2:49]([O:48][C:47]([O:1][NH:2][C:3](=[NH:37])[C:4]1[CH:9]=[CH:8][C:7]([C:10]2[N:14]3[N:15]=[CH:16][CH:17]=[C:18]([N:19]4[CH2:20][CH2:21][O:22][CH2:23][CH2:24]4)[C:13]3=[N:12][C:11]=2[C:25]#[C:26][C:27]2[CH:36]=[CH:35][C:34]3[C:29](=[CH:30][CH:31]=[CH:32][CH:33]=3)[N:28]=2)=[CH:6][N:5]=1)=[O:51])[CH3:50]. The product is C(C)OC(=O)ONC(C1=NC=C(C=C1)C1=C(N=C2N1N=CC=C2N2CCOCC2)C#CC2=NC1=CC=CC=C1C=C2)=N (N-((Ethoxycarbonyl)oxy)-5-(8-morpholino-2-(quinolin-2-ylethynyl)imidazo[1,2-b]pyridazin-3-yl)picolinimidamide). The reactants are ONC(C1=NC=C(C=C1)C1=C(N=C2N1N=CC=C2N2CCOCC2)C#CC2=NC1=CC=CC=C1C=C2)=N (N-Hydroxy-5-(8-morpholino-2-(quinolin-2-ylethynyl)imidazo[1,2-b]pyridazin-3-yl)picolinimidamide), CCN(C(C)C)C(C)C (DIEA), C(OCC)(=O)Cl (ethyl carbonochloridate). Procedure: A solution of compound 42a (0.16 g, 0.33 mmol), DIEA (0.17 g, 1.3 mmol) and ethyl carbonochloridate (0.10 g, 0.93 mmol) in THF (10 mL), was stirred at rt for 2 h. The reaction was then quenched with water (50 mL). The solids formed were collected by filtration and washed with Et2O (2×30 mL) to obtain compound 42b as a yellow solid. Mass Spectrum (LCMS, ESI pos.): Calcd. for C30H26N8O4: 563.2 (M+H). Found 563.2. Run in C1CCOC1 (THF). Starting materials: ClC1=C(C=C(C=C1)S(=O)(=O)N(COC)C=1C(=NC=C(C1)Cl)C(C1=C(C=CC=C1)N(C)S(=O)(=O)C)=O)C(F)(F)F (4-chloro-N-{5-chloro-2-[2-(methanesulfonyl-methyl-amino)-benzoyl]-pyridin-3-yl}-N-methoxymethyl-3-trifluoromethyl-benzenesulfonamide), O (water). Solvent: Cl (HCl), O1CCOCC1 (dioxane). The product is ClC1=C(C=C(C=C1)S(=O)(=O)NC=1C(=NC=C(C1)Cl)C(C1=C(C=CC=C1)N(C)S(=O)(=O)C)=O)C(F)(F)F (4-chloro-N-{5-chloro-2-[2-(methanesulfonyl-methyl-amino)-benzoyl]-pyridin-3-yl}-3-trifluoromethyl-benzenesulfonamide). RXN SMILES: [Cl:1][C:2]1[CH:7]=[CH:6][C:5]([S:8]([N:11]([C:15]2[C:16]([C:22](=[O:35])[C:23]3[CH:28]=[CH:27][CH:26]=[CH:25][C:24]=3[N:29]([S:31]([CH3:34])(=[O:33])=[O:32])[CH3:30])=[N:17][CH:18]=[C:19]([Cl:21])[CH:20]=2)COC)(=[O:10])=[O:9])=[CH:4][C:3]=1[C:36]([F:39])([F:38])[F:37].O>Cl.O1CCOCC1>[Cl:1][C:2]1[CH:7]=[CH:6][C:5]([S:8]([NH:11][C:15]2[C:16]([C:22](=[O:35])[C:23]3[CH:28]=[CH:27][CH:26]=[CH:25][C:24]=3[N:29]([S:31]([CH3:34])(=[O:33])=[O:32])[CH3:30])=[N:17][CH:18]=[C:19]([Cl:21])[CH:20]=2)(=[O:9])=[O:10])=[CH:4][C:3]=1[C:36]([F:39])([F:37])[F:38]. Procedure: A mixture 4-chloro-N-{5-chloro-2-[2-(methanesulfonyl-methyl-amino)-benzoyl]-pyridin-3-yl}-N-methoxymethyl-3-trifluoromethyl-benzenesulfonamide (30 mg crude) in 4 M HCl in dioxane (12 mL) and water (4 mL) were heated at 100° C. for 18 h. The reaction mixture was concentrated to dryness under reduced pressure and subsequently neutralized aqueous NaHCO3 to pH to 5-6. The aqueous layer was extracted with EtOAc, the combined extracts were dried (Na2SO4), filtered, and concentrated under reduced press... Reactants: CO, CC(C)(C)OC(=O)N1CCCC(=Cc2ccc(F)cc2)C1, [H][H]. Yields the product CC(C)(C)OC(=O)N1CCCC(Cc2ccc(F)cc2)C1. As a reaction SMILES: [CH3:24][OH:25].[F:1][c:2]1[cH:3][cH:4][c:5]([CH:6]=[C:7]2[CH2:8][N:9]([C:13](=[O:14])[O:15][C:16]([CH3:17])([CH3:18])[CH3:19])[CH2:10][CH2:11][CH2:12]2)[cH:20][cH:21]1.[H:22][H:23]>>[F:1][c:2]1[cH:3][cH:4][c:5]([CH2:6][CH:7]2[CH2:8][N:9]([C:13](=[O:14])[O:15][C:16]([CH3:17])([CH3:18])[CH3:19])[CH2:10][CH2:11][CH2:12]2)[cH:20][cH:21]1. Reactants: C1CCOC1, CCCCCCC, CN1CCN(C)C(CO)C1, [H-], [Na+], O=C(Oc1ccc([N+](=O)[O-])cc1)N1CCN(c2ccccc2)CC1. The product is CN1CCN(C)C(COC(=O)N2CCN(c3ccccc3)CC2)C1. RXN SMILES: [CH2:44]1[O:45][CH2:46][CH2:47][CH2:48]1.[CH3:37][CH2:38][CH2:39][CH2:40][CH2:41][CH2:42][CH3:43].[CH3:3][N:4]1[CH:5]([CH2:11][OH:12])[CH2:6][N:7]([CH3:10])[CH2:8][CH2:9]1.[H-:1].[Na+:2].[c:13]1([N:19]2[CH2:20][CH2:21][N:22]([C:25](=[O:26])[O:27][c:28]3[cH:29][cH:30][c:31]([N+:32]([O-:33])=[O:34])[cH:35][cH:36]3)[CH2:23][CH2:24]2)[cH:14][cH:15][cH:16][cH:17][cH:18]1>>[CH3:3][N:4]1[CH:5]([CH2:11][O:12][C:25]([N:22]2[CH2:21][CH2:20][N:19]([c:13]3[cH:14][cH:15][cH:16][cH:17][cH:18]3)[CH2:24][CH2:23]2)=[O:26])[CH2:6][N:7]([CH3:10])[CH2:8][CH2:9]1. Reactants: [Bi]=O (bismuth oxide), [Sb]=O (antimony oxide), [B]=O (boron oxide), [Bi]=O (bismuth oxide), [O-2].[Cr+3].[O-2].[O-2].[Cr+3] (chromium oxide). Yields the product [Bi]=O.[Sb]=O.[O-2].[Cr+3].[O-2].[O-2].[Cr+3] (bismuth oxide antimony oxide chromium oxide). RXN SMILES: [Bi:1]=[O:2].[Sb:3]=[O:4].[B]=O.[O-2].[Cr+3:8].[O-2].[O-2].[Cr+3]>>[Bi:1]=[O:2].[Sb:3]=[O:4].[O-2:2].[Cr+3:8].[O-2:2].[O-2:2].[Cr+3:8] |f:3.4.5.6.7,8.9.10.11.12.13.14,^1:0,2,4,11,13|. Procedure: A bismuth oxide powder (whose average particle size is about 2 to 3 μm), an antimony oxide powder (whose average particle size is about 2 to 3 μm) and a boron oxide fine powder (whose average particle size is about 2 to 3 μm) were mixed at a weight of 97.5:2:0.5. The mixed powder was heat treated at a temperature of 450° C. for 5 hrs. in the air. Further, a bismuth oxide powder a chromium oxide fine powder (whose average particle size is about 0.5 to 1.5 μm) were mixed at a weight ratio of 75:25...